This data is from the Open Reaction Database (ORD), a public repository of structured organic reaction records. The task is: describe an organic reaction: reactants, conditions, products, and yield The reactants are C(CCCCC)(=O)NC[C@@H](CC(=O)OCC)O (ethyl (R)-4-hexanoylamino-3-hydroxybutyrate), O.NN (hydrazine monohydrate). Run in CO (methanol). Reaction conditions: temperature 65 celsius, time 2 hour. Yields the product C(CCCCC)(=O)NC[C@@H](CC(=O)NN)O ((R)-4-Hexanoylamino-3-Hydroxybutanohydrazide). Isolated yield 71.0%. As a reaction SMILES: [C:1]([NH:8][CH2:9][C@H:10]([OH:17])[CH2:11][C:12](OCC)=[O:13])(=[O:7])[CH2:2][CH2:3][CH2:4][CH2:5][CH3:6].O.[NH2:19][NH2:20]>CO>[C:1]([NH:8][CH2:9][C@H:10]([OH:17])[CH2:11][C:12]([NH:19][NH2:20])=[O:13])(=[O:7])[CH2:2][CH2:3][CH2:4][CH2:5][CH3:6] |f:1.2|. Reported procedure: A 6.50 g (24.9 mmol) of ethyl (R)-4-hexanoylamino-3-hydroxybutyrate (optical purity: 95%e.e.) was dissolved in 26 ml of methanol, and 1.87 g (37.3 mmol) of hydrazine monohydrate was added thereto dropwise at room temperature. After the addition, the mixture was heated to 65° C. and then stirred for 2 hours. After the mixture was cooled to room temperature, stirring was conducted overnight to give 4.09 g (66%) of the title compound as a crystal. Melting point: 172.5° C. Optical purity: >99.9%e.e. Starting materials: CC1=C2[C@H](C(=O)[C@@]3([C@H](C[C@@H]4[C@]([C@H]3[C@@H]([C@@](C2(C)C)(C[C@@H]1OC(=O)[C@@H]([C@H](C=5C=CC=CC5)NC(=O)C=6C=CC=CC6)O)O)OC(=O)C=7C=CC=CC7)(CO4)OC(=O)C)O)C)OC(=O)C (paclitaxel), C(C)(=O)C1=CC=CC=C1 (acetophenone). Product: C1(=CC=CC=C1)OC(CO)CO (2-phenylglycerol). RXN SMILES: C[C:2]1[C@@H:19]([O:20][C:21]([C@H:23]([OH:40])[C@@H](NC(C2C=CC=CC=2)=O)C2C=CC=CC=2)=O)[CH2:18][C@:14]2(O)[C:15](C)(C)[C:3]=1[C@@H](OC(C)=O)C([C@@]1(C)[C@H]([C@@H]2OC(C2C=CC=CC=2)=O)[C@]2(OC(C)=O)CO[C@@H]2C[C@@H]1O)=O.[C:63](C1C=CC=CC=1)(=[O:65])C>>[C:19]1([O:20][CH:21]([CH2:23][OH:40])[CH2:63][OH:65])[CH:2]=[CH:3][CH:15]=[CH:14][CH:18]=1. Reported procedure: Anticipating a ring closure similar to that developed by Holton et al., 1994 during their total synthesis of paclitaxel, (Holton, R. A.; Somoza, C.; Kim, H. B.; Liang, F.; Biedeger, R. J.; Boatman, P. D.; Shindo, M.; Smith, C. C.; Kim, S.; Nadizadeh, H.; Suzuki, Y.; Tao, C.; Vu, P.; Tang, S.; Zhang, P.; Murthi, K. K.; Gentile, L. N.; Liu, J. H. J. Am. Chem. Soc. 1994, 116, 1597 and Holton, R. A.; Kim, H. B.; Somoza, C.; Liang, F.; Biedeger, R. J.; Boatman, P. D.; Shindo, M.; Smith, C. C.; Kim, S... The reactants are CC[SiH](CC)CC, Cc1cn(-c2ccc(C=Cc3nc4n(n3)CCCC4c3ccccc3C(F)(F)F)nc2OS(=O)(=O)C(F)(F)F)cn1, CN(C)C=O. Product: Cc1cn(-c2ccc(C=Cc3nc4n(n3)CCCC4c3ccccc3C(F)(F)F)nc2)cn1. RXN SMILES: [CH2:1]([SiH:2]([CH2:3][CH3:4])[CH2:5][CH3:6])[CH3:7].[F:8][C:9]([F:10])([F:11])[S:12]([O:13][c:14]1[n:15][c:16]([CH:26]=[CH:27][c:28]2[n:29][n:30]3[c:31]([n:46]2)[CH:32]([c:36]2[c:37]([C:42]([F:43])([F:44])[F:45])[cH:38][cH:39][cH:40][cH:41]2)[CH2:33][CH2:34][CH2:35]3)[cH:17][cH:18][c:19]1-[n:20]1[cH:21][n:22][c:23]([CH3:25])[cH:24]1)(=[O:47])=[O:48].[O:49]=[CH:50][N:51]([CH3:52])[CH3:53]>>[cH:14]1[n:15][c:16]([CH:26]=[CH:27][c:28]2[n:29][n:30]3[c:31]([n:46]2)[CH:32]([c:36]2[c:37]([C:42]([F:43])([F:44])[F:45])[cH:38][cH:39][cH:40][cH:41]2)[CH2:33][CH2:34][CH2:35]3)[cH:17][cH:18][c:19]1-[n:20]1[cH:21][n:22][c:23]([CH3:25])[cH:24]1. The reactants are C(#N)CCOC=1C(=C(C=CC1)O)CCCC1=CC=CC=C1 (3-(2-cyanoethoxy)-2-(3-phenylpropyl)phenol), C(C)(=O)OCC (ethyl acetate), P(O)(O)(O)=O (phosphoric acid), C(C)(=O)O (acetic acid). Solvent: O (water). Run at temperature 125 celsius. Yields the product OC1=C(C2=C(C(CCO2)=O)C=C1)CCCC1=CC=CC=C1 (2,3-Dihydro-7-hydroxy-8-(3-phenylpropyl)-4H-1-benzopyran-4-one). Reaction SMILES: [C:1]([CH2:3][CH2:4][O:5][C:6]1[C:7]([CH2:13][CH2:14][CH2:15][C:16]2[CH:21]=[CH:20][CH:19]=[CH:18][CH:17]=2)=[C:8]([OH:12])[CH:9]=[CH:10][CH:11]=1)#N.P(=O)(O)(O)[OH:23].C(O)(=O)C.C(OCC)(=O)C>O>[OH:12][C:8]1[CH:9]=[CH:10][C:11]2[C:1](=[O:23])[CH2:3][CH2:4][O:5][C:6]=2[C:7]=1[CH2:13][CH2:14][CH2:15][C:16]1[CH:21]=[CH:20][CH:19]=[CH:18][CH:17]=1. Procedure details: A mixture of 3.5 g (12.5 mmol) of 3-(2-cyanoethoxy)-2-(3-phenylpropyl)phenol (preceding example), 16 mL of 85% phosphoric acid, and 7.7 mL of acetic acid was stirred and heated at 125° C. for 23 hr. After being cooled, the mixture was diluted with water and worked-up with ethyl acetate in the usual manner giving 4 g of a red oil. This material was chromatographed on silica gel. Elution with hexane-ethyl acetate mixtures afforded 2.3 g (65.2%) of the title compound as a yellow solid. Starting materials: C1COCCO1, CS(=O)(=O)OC1CN(Cc2ccccc2)CC1CN. Yields the product c1ccc(CN2CC3CNC3C2)cc1. As a reaction SMILES: [CH2:20]1[O:21][CH2:22][CH2:23][O:24][CH2:25]1.[NH2:1][CH2:2][CH:3]1[CH:4]([O:15][S:16]([CH3:17])(=[O:18])=[O:19])[CH2:5][N:6]([CH2:8][c:9]2[cH:10][cH:11][cH:12][cH:13][cH:14]2)[CH2:7]1>>[NH:1]1[CH2:2][CH:3]2[CH:4]1[CH2:5][N:6]([CH2:8][c:9]1[cH:10][cH:11][cH:12][cH:13][cH:14]1)[CH2:7]2.